This data is from the Open Reaction Database (ORD), a public repository of structured organic reaction records. The task is: describe an organic reaction: reactants, conditions, products, and yield Starting materials: BrCc1ccccc1, Oc1cc(F)ccc1Br, O=C([O-])[O-], [K+], [K+], [K+], CN(C)C=O, O=S(=O)([O-])O. Product: Fc1ccc(Br)c(OCc2ccccc2)c1. RXN SMILES: [Br:16][CH2:17][c:18]1[cH:19][cH:20][cH:21][cH:22][cH:23]1.[Br:7][c:8]1[c:9]([OH:15])[cH:10][c:11]([F:14])[cH:12][cH:13]1.[C:1](=[O:2])([O-:3])[O-:4].[K+:29].[K+:5].[K+:6].[O:30]=[CH:31][N:32]([CH3:33])[CH3:34].[S:24]([O-:25])([OH:26])(=[O:27])=[O:28]>>[Br:7][c:8]1[c:9]([O:15][CH2:17][c:18]2[cH:19][cH:20][cH:21][cH:22][cH:23]2)[cH:10][c:11]([F:14])[cH:12][cH:13]1. Reactants: [BH4-], Cc1cc(OC2CCCCO2)ccc1-c1cccc(C=O)c1, COCCOC, [Cl-], [NH4+], [Na+], C1CCOC1. The product is Cc1cc(OC2CCCCO2)ccc1-c1cccc(CO)c1. RXN SMILES: [BH4-:23].[CH3:1][c:2]1[c:3](-[c:15]2[cH:16][c:17]([CH:21]=[O:22])[cH:18][cH:19][cH:20]2)[cH:4][cH:5][c:6]([O:8][CH:9]2[O:10][CH2:11][CH2:12][CH2:13][CH2:14]2)[cH:7]1.[CH3:27][O:28][CH2:29][CH2:30][O:31][CH3:32].[Cl-:25].[NH4+:26].[Na+:24].[O:33]1[CH2:34][CH2:35][CH2:36][CH2:37]1>>[CH3:1][c:2]1[c:3](-[c:15]2[cH:16][c:17]([CH2:21][OH:22])[cH:18][cH:19][cH:20]2)[cH:4][cH:5][c:6]([O:8][CH:9]2[O:10][CH2:11][CH2:12][CH2:13][CH2:14]2)[cH:7]1. Reactants: O=C(Cl)c1ccccc1C(=O)Cl, C1CCOC1, NC1CCCc2ccccc21, ClCCl. The product is O=C1c2ccccc2C(=O)N1C1CCCc2ccccc21. As a reaction SMILES: [C:12]([c:13]1[c:14]([C:15](=[O:16])[Cl:23])[cH:18][cH:19][cH:20][cH:21]1)([Cl:17])=[O:22].[CH2:24]1[O:25][CH2:26][CH2:27][CH2:28]1.[CH:1]1([NH2:11])[CH2:2][CH2:3][CH2:4][c:5]2[cH:6][cH:7][cH:8][cH:9][c:10]21.[Cl:29][CH2:30][Cl:31]>>[CH:1]1([N:11]2[C:12](=[O:22])[c:13]3[c:14]([cH:18][cH:19][cH:20][cH:21]3)[C:15]2=[O:16])[CH2:2][CH2:3][CH2:4][c:5]2[cH:6][cH:7][cH:8][cH:9][c:10]21. Starting materials: CN(C)C=O, ClCc1cccs1, [H-], [Na+], O, c1ccc2[nH]cnc2c1. The product is c1csc(Cn2cnc3ccccc32)c1. Reaction SMILES: [CH3:20][N:21]([CH3:22])[CH:23]=[O:24].[Cl:12][CH2:13][c:14]1[s:15][cH:16][cH:17][cH:18]1.[H-:10].[Na+:11].[OH2:19].[n:1]1[cH:2][nH:3][c:4]2[c:5]1[cH:6][cH:7][cH:8][cH:9]2>>[n:1]1([CH2:13][c:14]2[s:15][cH:16][cH:17][cH:18]2)[cH:2][n:3][c:4]2[c:5]1[cH:6][cH:7][cH:8][cH:9]2. The reactants are [OH-].[K+] (Potassium hydroxide), COC(=O)C1=CC=C2C=CC=C(C=C12)C(C)C (1-methoxycarbonyl-7-isopropylazulene). The solvent is O (water), C(C)O (ethanol), O (water). Product: C(=O)(O)C1=CC=C2C=CC=C(C=C12)C(C)C (1-carboxy-7-isopropylazulene). Reaction SMILES: [OH-].[K+].C[O:4][C:5]([C:7]1[C:16]2[C:10]([CH:11]=[CH:12][CH:13]=[C:14]([CH:17]([CH3:19])[CH3:18])[CH:15]=2)=[CH:9][CH:8]=1)=[O:6]>C(O)C.O>[C:5]([C:7]1[C:16]2[C:10]([CH:11]=[CH:12][CH:13]=[C:14]([CH:17]([CH3:19])[CH3:18])[CH:15]=2)=[CH:9][CH:8]=1)([OH:6])=[O:4] |f:0.1|. Procedure: Potassium hydroxide (10.5 g) was dissolved in a mixture of ethanol (80 ml) and water (15 ml). The compound (17) (12.43 g) was added thereto and the mixture was heated under reflux for 50 minutes in an oil bath. The reaction solution was cooled to room temperature, and then poured into water (400 ml). The solution was made acidic (pH 3) with conc. HC1. The precipitate was filtered, washed with water and dried to obtain 1-carboxy-7-isopropylazulene (18), at a yield of 2.1 g (92.3%). Reactants: C(C)(C)(C)OC(NC1(CCC1)C1=CC=C(C=C1)C1=NC=2N(C=C1C1=CC=CC=C1)C(=CN2)Br)=O ({1-[4-(3-Bromo-6-phenyl-imidazo[1,2-a]pyrimidin-7-yl)-phenyl]-cyclobutyl}-carbamic Acid Tert-butyl Ester), C(CCC)[Sn](C=C)(CCCC)CCCC (Tributyl-vinyl-stannane), CO3. The reagents and catalysts are [N+](CC)(CC)(CC)CC.[Cl-] (Et4NCl), Cl[Pd]([P](C1=CC=CC=C1)(C2=CC=CC=C2)C3=CC=CC=C3)([P](C4=CC=CC=C4)(C5=CC=CC=C5)C6=CC=CC=C6)Cl (Pd(PPh3)2Cl2). Run in C(Cl)Cl (DCM), C1CCOC1 (THF). Run at temperature 100 celsius. Yields the product C(C)(C)(C)OC(NC1(CCC1)C1=CC=C(C=C1)C1=NC=2N(C=C1C1=CC=CC=C1)C(=CN2)C=C)=O ({1-[4-(6-Phenyl-3-vinyl-imidazo[1,2-a]pyrimidin-7-yl)-phenyl]-cyclobutyl}-carbamic Acid Tert-butyl Ester). The yield is 86.6%. Reaction SMILES: [C:1]([O:5][C:6](=[O:34])[NH:7][C:8]1([C:12]2[CH:17]=[CH:16][C:15]([C:18]3[C:23]([C:24]4[CH:29]=[CH:28][CH:27]=[CH:26][CH:25]=4)=[CH:22][N:21]4[C:30](Br)=[CH:31][N:32]=[C:20]4[N:19]=3)=[CH:14][CH:13]=2)[CH2:11][CH2:10][CH2:9]1)([CH3:4])([CH3:3])[CH3:2].[CH2:35]([Sn](CCCC)(CCCC)C=C)[CH2:36]CC>[N+](CC)(CC)(CC)CC.[Cl-].C1COCC1.C(Cl)Cl.Cl[Pd](Cl)([P](C1C=CC=CC=1)(C1C=CC=CC=1)C1C=CC=CC=1)[P](C1C=CC=CC=1)(C1C=CC=CC=1)C1C=CC=CC=1>[C:1]([O:5][C:6](=[O:34])[NH:7][C:8]1([C:12]2[CH:17]=[CH:16][C:15]([C:18]3[C:23]([C:24]4[CH:29]=[CH:28][CH:27]=[CH:26][CH:25]=4)=[CH:22][N:21]4[C:30]([CH:35]=[CH2:36])=[CH:31][N:32]=[C:20]4[N:19]=3)=[CH:14][CH:13]=2)[CH2:11][CH2:10][CH2:9]1)([CH3:4])([CH3:3])[CH3:2] |f:2.3,^1:70,89|. Reported procedure: A mixture of compound 4-3 (100 mg 0.193 mmol), Tributyl-vinyl-stannane (92 mg, 0.58 mmol), K2 CO3 (27 mg, 0.193 mmol), Et4NCl (31.8 mg 0.193 mmol) and Pd(PPh3)2Cl2 (10 mg) in THF (5 mL) was heated at 100° C. in microwave system under N2 atmosphere for 45 min. After cooling, the mixture was diluted with 15 mL of DCM, the combined organic phase was washed with 0.1N HClaq and brine, dried over anhydrous Na2SO4 and concentrated. The residue was purified by prep.TLC to give 78 mg of 4-5. Starting materials: N1=CC=CC2=CC(=CC=C12)CC#N (quinolin-6-yl-acetonitrile), C(C)(C)(C)[Li] (tert-butyl lithium), C(=O)(O)[O-].[Na+] (NaHCO3), FN(S(=O)(=O)C1=CC=CC=C1)S(=O)(=O)C1=CC=CC=C1 (N-fluorodi(benzenesulfonyl)-amine). The solvent is O1CCCC1 (tetrahydrofuran), O (water), O1CCCC1 (tetrahydrofuran). Yields the product FC(C#N)C=1C=C2C=CC=NC2=CC1 (Fluoro-quinolin-6-yl-acetonitrile). The yield is 44.4%. RXN SMILES: [N:1]1[C:10]2[C:5](=[CH:6][C:7]([CH2:11][C:12]#[N:13])=[CH:8][CH:9]=2)[CH:4]=[CH:3][CH:2]=1.C([Li])(C)(C)C.[F:19]N(S(C1C=CC=CC=1)(=O)=O)S(C1C=CC=CC=1)(=O)=O.C([O-])(O)=O.[Na+]>O1CCCC1.O>[F:19][CH:11]([C:7]1[CH:6]=[C:5]2[C:10](=[CH:9][CH:8]=1)[N:1]=[CH:2][CH:3]=[CH:4]2)[C:12]#[N:13] |f:3.4|. Procedure: A solution of quinolin-6-yl-acetonitrile (1.06 g, 6.3 mmol) in tetrahydrofuran (40 mL) was cooled to −78° C. to which tert-butyl lithium (0.8 M in pentane, 7.6 mmol, 7.9 mL) was added in a dropwise fashion over 10 minutes. After the addition was complete the mixture was stirred at −78° C. for 30 min before a solution of N-fluorodi(benzenesulfonyl)-amine (1.5 eq., 9.45 mmol, 3.0 g) in tetrahydrofuran (10 mL) was added. The reaction mixture was stirred for 2 hours at −78° C. before water was added...